This data is from the Open Reaction Database (ORD), a public repository of structured organic reaction records. The task is: describe an organic reaction: reactants, conditions, products, and yield Starting materials: ClCC(=O)[O-].[Na+] (sodium chloroacetate), [Na] (sodium), [NH2-].[Na+] (sodium amide), N (ammonia), ClC=1C=C(C=CC1Cl)CC#N (3,4-dichlorophenylacetonitrile), N (ammonia), CC(C)(C)[O-].[K+] (potassium tert-butylate). Solvent: CS(=O)C (dimethyl sulfoxide). The product is C(#N)C(CC(=O)O)C1=CC(=C(C=C1)Cl)Cl (3-cyano-3-(3,4-dichlorophenyl)propionic acid). RXN SMILES: Cl[CH2:2][C:3]([O-:5])=[O:4].[Na+].[Cl:7][C:8]1[CH:9]=[C:10]([CH2:15][C:16]#[N:17])[CH:11]=[CH:12][C:13]=1[Cl:14].N.[NH2-].[Na+].[Na].CC([O-])(C)C.[K+]>CS(C)=O>[C:16]([CH:15]([C:10]1[CH:11]=[CH:12][C:13]([Cl:14])=[C:8]([Cl:7])[CH:9]=1)[CH2:2][C:3]([OH:5])=[O:4])#[N:17] |f:0.1,4.5,7.8,^1:20|. Procedure details: 3-Cyano-3-(3,4-dichlorophenyl)propionic acid (III) is prepared by reacting sodium chloroacetate with 3,4-dichlorophenylacetonitrile (II), for example in liquid ammonia in the presence of sodium amide according to the technique of A. G. CHIGAREV and D. V. IOFFE, Zh. Org. Khim. 3, 85-8 (1967), or in the presence of another very strong base such as sodium or potassium tert-butylate in liquid ammonia at -33° C. or in anhydrous dimethyl sulfoxide at room temperature. The yield of 3-cyano-3-(3,4-dichl... The reactants are 42.24, C(C)OCCNC1=NC=CC=C1[N+](=O)[O-] (N-(2-ethoxyethyl)-3-nitro-2-pyridinamine), ClCC(=O)Cl (2-chloroacetyl chloride). The solvent is O1CCOCC1 (1,4-dioxane). Conditions: time 4 hour. Yields the product 57.5, ClCC(=O)N(C1=NC=CC=C1[N+](=O)[O-])CCOCC (2-chloro-N-(2-ethoxyethyl)-N-(3-nitro-2-pyridinyl)acetamide). Yield: 100.0%. RXN SMILES: [CH2:1]([O:3][CH2:4][CH2:5][NH:6][C:7]1[C:12]([N+:13]([O-:15])=[O:14])=[CH:11][CH:10]=[CH:9][N:8]=1)[CH3:2].[Cl:16][CH2:17][C:18](Cl)=[O:19]>O1CCOCC1>[Cl:16][CH2:17][C:18]([N:6]([CH2:5][CH2:4][O:3][CH2:1][CH3:2])[C:7]1[C:12]([N+:13]([O-:15])=[O:14])=[CH:11][CH:10]=[CH:9][N:8]=1)=[O:19]. Procedure: To a stirred solution of 42.24 parts of N-(2-ethoxyethyl)-3-nitro-2-pyridinamine in 309 parts of 1,4-dioxane were added 49.7 parts of 2-chloroacetyl chloride. The reaction mixture was stirred for 4 hours at reflux temperature. The whole was evaporated and the residue was taken up in methylbenzene. The organic layer was evaporated again, yielding 57.5 parts (100%) of 2-chloro-N-(2-ethoxyethyl)-N-(3-nitro-2-pyridinyl)acetamide as a residue (int. 1). Starting materials: O=C([O-])[O-], O=N[O-], Nn1c(S)nnc1-n1cccn1, [Na+], [Na+], [Na+], O, O=[N+]([O-])O. Product: Sc1n[nH]c(-n2cccn2)n1. Reaction SMILES: [C:21](=[O:22])([O-:23])[O-:24].[N:1]([O-:2])=[O:3].[NH2:9][n:10]1[c:11]([SH:20])[n:12][n:13][c:14]1-[n:15]1[n:16][cH:17][cH:18][cH:19]1.[Na+:25].[Na+:26].[Na+:4].[OH2:27].[OH:5][N+:6](=[O:7])[O-:8]>>[n:10]1[c:11]([SH:20])[n:12][nH:13][c:14]1-[n:15]1[n:16][cH:17][cH:18][cH:19]1. The reactants are CCC1CCNc2cc3c(OC)cc(=O)n(C)c3cc21, CC(=O)[O-], Cl, [Na+]. Product: CCC1CCNc2cc3c(O)cc(=O)n(C)c3cc21. As a reaction SMILES: [CH2:1]([CH3:2])[CH:3]1[CH2:4][CH2:5][NH:6][c:7]2[cH:8][c:9]3[c:10]([cH:11][c:12]21)[n:13]([CH3:20])[c:14](=[O:19])[cH:15][c:16]3[O:17][CH3:18].[CH3:23][C:24](=[O:25])[O-:26].[ClH:21].[Na+:22]>>[CH2:1]([CH3:2])[CH:3]1[CH2:4][CH2:5][NH:6][c:7]2[cH:8][c:9]3[c:10]([cH:11][c:12]21)[n:13]([CH3:20])[c:14](=[O:19])[cH:15][c:16]3[OH:17]. Starting materials: NC=1C=NC=CC1N (3,4-diaminopyridine), C(C)O (ethanol), C(=S)=S (carbon disulfide). Product: SC=1NC2=C(C=NC=C2)N1 (2-Mercapto-1H-imidazo[4,5-c]pyridine). As a reaction SMILES: [NH2:1][C:2]1[CH:3]=[N:4][CH:5]=[CH:6][C:7]=1[NH2:8].C(O)C.[C:12](=S)=[S:13]>>[SH:13][C:12]1[NH:8][C:7]2[CH:6]=[CH:5][N:4]=[CH:3][C:2]=2[N:1]=1. Procedure details: A mixture of 25 g (0.23 mol) of 3,4-diaminopyridine in 750 mL of ethanol containing 50 mL (63.2 g, 0.83 mol) of carbon disulfide was heated under reflux for 5 hours. The reaction mixture was allowed to cool to room temperature and the beige precipitate which had formed was collected by filtration and allowed to air dry overnight. The product amounted to 33.5 g, m.p. >320° C. Reactants: CN1CCCC1CCn1c(Cc2ccccc2)cc2ccc([N+](=O)[O-])cc21, CSC(=N)c1cccs1, CCO, I, [Pd]. The product is CN1CCCC1CCn1c(Cc2ccccc2)cc2ccc(NC(=N)c3cccs3)cc21. RXN SMILES: [CH2:1]([c:2]1[cH:3][cH:4][cH:5][cH:6][cH:7]1)[c:8]1[n:9]([CH2:20][CH2:21][CH:22]2[N:23]([CH3:27])[CH2:24][CH2:25][CH2:26]2)[c:10]2[cH:11][c:12]([N+:17]([O-:18])=[O:19])[cH:13][cH:14][c:15]2[cH:16]1.[CH3:29][S:30][C:31](=[NH:32])[c:33]1[s:34][cH:35][cH:36][cH:37]1.[CH3:38][CH2:39][OH:40].[IH:28].[Pd:41]>>[CH2:1]([c:2]1[cH:3][cH:4][cH:5][cH:6][cH:7]1)[c:8]1[n:9]([CH2:20][CH2:21][CH:22]2[N:23]([CH3:27])[CH2:24][CH2:25][CH2:26]2)[c:10]2[cH:11][c:12]([NH:17][C:31](=[NH:32])[c:33]3[s:34][cH:35][cH:36][cH:37]3)[cH:13][cH:14][c:15]2[cH:16]1. Reactants: N(=O)OCCC(C)C (isopentyl nitrite), CN1NC(=CC1=O)C (1,3-dimethyl-pyrazolin-5-one), C[O-].[Na+] (sodium methylate). Run in C(C)O (ethanol). Conditions: temperature 0 celsius, time 24 hour. Yields the product CN1NC(C(C1=O)=NO)C (1,3-dimethyl-4-hydroximino-pyrazolin-5-one). The yield is 72.5%. Reaction SMILES: [N:1](OCCC(C)C)=[O:2].[CH3:9][N:10]1[C:14](=[O:15])[CH:13]=[C:12]([CH3:16])[NH:11]1.C[O-].[Na+]>C(O)C>[CH3:9][N:10]1[C:14](=[O:15])[C:13](=[N:1][OH:2])[CH:12]([CH3:16])[NH:11]1 |f:2.3|. Procedure details: 183 g (1.56 mol) of isopentyl nitrite are added dropwise to 175 g (1.56 mol) of 1,3-dimethyl-pyrazolin-5-one and 84.4 g (1.56 mol) of sodium methylate in 1 L of absolute ethanol, while stirring and cooling with ice so that the internal temperature does not rise above 25° C. to 30° C. When the addition has ended, stirring is continued at room temperature for 24 hours and the sodium salt of 1,3-dimethyl-4-hydroximino-pyrazolin-5-one which has precipitated is filtered off with suction. The crystall... Starting materials: CC(C)(C)OC(=O)C1CN(Cc2ccc(-c3noc(-c4onc(-c5ccccc5)c4C(F)F)n3)cc2)C1, O=C(O)C(F)(F)F. Product: O=C(O)C1CN(Cc2ccc(-c3noc(-c4onc(-c5ccccc5)c4C(F)F)n3)cc2)C1, O=C(O)C(F)(F)F. Reaction SMILES: [F:1][CH:2]([c:3]1[c:4](-[c:31]2[cH:32][cH:33][cH:34][cH:35][cH:36]2)[n:5][o:6][c:7]1-[c:8]1[n:9][c:10](-[c:13]2[cH:14][cH:15][c:16]([CH2:17][N:18]3[CH2:19][CH:20]([C:22](=[O:23])[O:24][C:25]([CH3:26])([CH3:27])[CH3:28])[CH2:21]3)[cH:29][cH:30]2)[n:11][o:12]1)[F:37].[F:38][C:39]([C:40](=[O:41])[OH:42])([F:43])[F:44]>>[F:1][CH:2]([c:3]1[c:4](-[c:31]2[cH:32][cH:33][cH:34][cH:35][cH:36]2)[n:5][o:6][c:7]1-[c:8]1[n:9][c:10](-[c:13]2[cH:14][cH:15][c:16]([CH2:17][N:18]3[CH2:19][CH:20]([C:22](=[O:23])[OH:24])[CH2:21]3)[cH:29][cH:30]2)[n:11][o:12]1)[F:37].[F:38][C:39]([C:40](=[O:41])[OH:42])([F:43])[F:44]. The reactants are [H-].[Na+] (NaH), C(C1=CC=CC=C1)O (benzyl alcohol), ClC=1C=NC=C(C1)C(F)(F)F (3-chloro-5-trifluoromethylpyridine). Solvent: CN(C)C=O (DMF). Conditions: temperature 0 celsius, time 2 hour. The product is C(C1=CC=CC=C1)OC=1C=NC=C(C1)C(F)(F)F (3-benzyloxy-5-trifluoromethylpyridine). As a reaction SMILES: Cl[C:2]1[CH:3]=[N:4][CH:5]=[C:6]([C:8]([F:11])([F:10])[F:9])[CH:7]=1.[H-].[Na+].[CH2:14]([OH:21])[C:15]1[CH:20]=[CH:19][CH:18]=[CH:17][CH:16]=1>CN(C=O)C>[CH2:14]([O:21][C:2]1[CH:3]=[N:4][CH:5]=[C:6]([C:8]([F:11])([F:10])[F:9])[CH:7]=1)[C:15]1[CH:20]=[CH:19][CH:18]=[CH:17][CH:16]=1 |f:1.2|. Procedure: To a 3.63 g (20 mmol) sample of 3-chloro-5-trifluoromethylpyridine dissolved in 15 mL of DMF and cooled to 0° C. was added 960 mg of NaH (60%), 2.07 mL of benzyl alcohol was added slowly. The reaction mixture was stirred for 2 hours at 40° C. The solvent was then evaporated in vacuo and the mixture diluted with chloroform, washed with saturated NaHCO3 and a brine solution. The organic layer was then dried over MgSO4. The resulting crude material was purified by flash chromatography on silica gel... The reactants are Cl (HCl), C(=O)[C@H]1N(C(OC1)(C)C)C(=O)OC(C)(C)C (tert-butyl (4S)-4-formyl-2,2-dimethyl-1,3-oxazolidine-3-carboxylate), C(C)(=O)O[BH-](OC(C)=O)OC(C)=O.[Na+] (Sodium triacetoxyborohydride), Cl.N[C@H]1[C@@H](CC=2C=CC(=CC2C1(C)C)C(=O)N)OC (trans-7-amino-6-methoxy-8,8-dimethyl-5,6,7,8-tetrahydro-naphthalene-2-carboxylic acid amide hydrochloride), C(C)(C)N(C(C)C)CC (N,N-diisopropyl-ethylamine). Solvent: ClCCl (dichloromethane), CO (methanol), CC(=O)O (AcOH). Reaction conditions: time 1 hour. The product is hydrochloride salt, N[C@H](CN[C@H]1[C@@H](CC=2C=CC(=CC2C1(C)C)C(=O)N)OC)CO (trans-7-((R)-2-Amino-3-hydroxy-propylamino)-6-methoxy-8,8-dimethyl-5,6,7,8-tetrahydro-naphthalene-2-carboxylic acid amide). The yield is 118.2%. Reaction SMILES: Cl.[NH2:2][C@@H:3]1[C:12]([CH3:14])([CH3:13])[C:11]2[CH:10]=[C:9]([C:15]([NH2:17])=[O:16])[CH:8]=[CH:7][C:6]=2[CH2:5][C@H:4]1[O:18][CH3:19].C(N(CC)C(C)C)(C)C.[CH:29]([C@@H:31]1[CH2:35]OC(C)(C)[N:32]1C(OC(C)(C)C)=O)=[O:30].C(O[BH-](OC(=O)C)OC(=O)C)(=O)C.[Na+].Cl>ClCCl.CO.CC(O)=O>[NH2:32][C@@H:31]([CH2:29][OH:30])[CH2:35][NH:2][C@@H:3]1[C:12]([CH3:14])([CH3:13])[C:11]2[CH:10]=[C:9]([C:15]([NH2:17])=[O:16])[CH:8]=[CH:7][C:6]=2[CH2:5][C@H:4]1[O:18][CH3:19] |f:0.1,4.5|. Procedure: To a suspension of trans-7-amino-6-methoxy-8,8-dimethyl-5,6,7,8-tetrahydro-naphthalene-2-carboxylic acid amide hydrochloride (229.3 mg, 0.81 mmol) in a mixture of dichloromethane (2.0 mL) and methanol (0.3 mL) was added N,N-diisopropyl-ethylamine (0.10 g, 0.80 mmol) followed by tert-butyl (4S)-4-formyl-2,2-dimethyl-1,3-oxazolidine-3-carboxylate (0.18 g, 0.80 mmol). Sodium triacetoxyborohydride (0.20 g, 0.97 mmol) was added and the reaction mixture was stirred for 1 h. The reaction mixture was co...